This data is from the Open Reaction Database (ORD), a public repository of structured organic reaction records. The task is: describe an organic reaction: reactants, conditions, products, and yield The reactants are O=C([O-])O, ClCCl, O=C(OO)c1cccc(Cl)c1, C=C(CC)CCC1(O)CCCCC1OCc1ccccc1F, [Na+]. Yields the product CCC1(CO)CCC2(CCCCC2OCc2ccccc2F)O1. RXN SMILES: [C:34](=[O:35])([OH:36])[O-:37].[CH2:39]([Cl:40])[Cl:41].[Cl:23][c:24]1[cH:25][cH:26][cH:27][c:28]([C:29]([O:30][OH:32])=[O:31])[cH:33]1.[F:1][c:2]1[c:3]([CH2:4][O:5][CH:6]2[C:7]([OH:12])([CH2:13][CH2:14][C:15](=[CH2:16])[CH2:17][CH3:18])[CH2:8][CH2:9][CH2:10][CH2:11]2)[cH:19][cH:20][cH:21][cH:22]1.[Na+:38]>>[F:1][c:2]1[c:3]([CH2:4][O:5][CH:6]2[C:7]3([CH2:8][CH2:9][CH2:10][CH2:11]2)[O:12][C:15]([CH2:16][OH:31])([CH2:17][CH3:18])[CH2:14][CH2:13]3)[cH:19][cH:20][cH:21][cH:22]1. The reactants are COC(=O)C=1C=C2C(=CN(C2=CC1)C)CC1=C(C=C(C(=O)NS(=O)(=O)C2=C(C=CC=C2)C)C=C1)OC (4-(5-methoxycarbonyl-1-methyl-indol-3-ylmethyl)-3-methoxy-N-(2-methylphenylsulfonyl)-benzamide), [OH-].[Na+] (sodium hydroxide), Cl (hydrochloric acid), [OH-].[Na+] (sodium hydroxide). Run in O1CCCC1 (tetrahydrofuran). Run at temperature 60 celsius. Product: C(=O)(O)C=1C=C2C(=CN(C2=CC1)C)CC1=C(C=C(C(=O)NS(=O)(=O)C2=C(C=CC=C2)C)C=C1)OC (4-(5-carboxy-1-methylindol-3-ylmethyl)-3-methoxy-N-(2-methylphenyl-sulfonyl)benzamide). Yield: 10.2%. RXN SMILES: C[O:2][C:3]([C:5]1[CH:6]=[C:7]2[C:11](=[CH:12][CH:13]=1)[N:10]([CH3:14])[CH:9]=[C:8]2[CH2:15][C:16]1[CH:34]=[CH:33][C:19]([C:20]([NH:22][S:23]([C:26]2[CH:31]=[CH:30][CH:29]=[CH:28][C:27]=2[CH3:32])(=[O:25])=[O:24])=[O:21])=[CH:18][C:17]=1[O:35][CH3:36])=[O:4].[OH-].[Na+].Cl>O1CCCC1>[C:3]([C:5]1[CH:6]=[C:7]2[C:11](=[CH:12][CH:13]=1)[N:10]([CH3:14])[CH:9]=[C:8]2[CH2:15][C:16]1[CH:34]=[CH:33][C:19]([C:20]([NH:22][S:23]([C:26]2[CH:31]=[CH:30][CH:29]=[CH:28][C:27]=2[CH3:32])(=[O:25])=[O:24])=[O:21])=[CH:18][C:17]=1[O:35][CH3:36])([OH:4])=[O:2] |f:1.2|. Reported procedure: A mixture of 4-(5-methoxycarbonyl-1-methyl-indol-3-ylmethyl)-3-methoxy-N-(2-methylphenylsulfonyl)-benzamide (130.0 g), tetrahydrofuran (1.0 l) and 1N sodium hydroxide (1.0 l) was heated to about 60° C. overnight, then treated with additional 1N sodium hydroxide (200 ml) and heated an additional 5 hours at 60° C. (likely unnecessary). The cooled reaction mixture was acidified with 6N hydrochloric acid (25 ml) and extracted with ethyl acetate. The ethyl acetate solution was washed with brine (thre... Starting materials: OP(=O)(O)O (H3PO4), BrC=1C=NC(=C(C(=O)O)C1)OC1=CC=C(C=C1)I (5-Bromo-2-(4-iodophenoxy)nicotinic acid), ice. The solvent is O (water). Reaction conditions: temperature 117.5 celsius, time 17 hour. Yields the product BrC=1C=C2C(=NC1)OC1=CC=C(C=C1C2=O)I (3-Bromo-7-iodo-5H-chromeno[2,3-b]pyridine-5-one). The yield is 85.3%. As a reaction SMILES: OP(O)(O)=O.[Br:6][C:7]1[CH:8]=[N:9][C:10]([O:16][C:17]2[CH:22]=[CH:21][C:20]([I:23])=[CH:19][CH:18]=2)=[C:11]([CH:15]=1)[C:12]([OH:14])=O>O>[Br:6][C:7]1[CH:15]=[C:11]2[C:12](=[O:14])[C:22]3[C:17](=[CH:18][CH:19]=[C:20]([I:23])[CH:21]=3)[O:16][C:10]2=[N:9][CH:8]=1. Procedure: A 5 L 3-neck flask equipped with an overhead stirrer, a thermometer and nitrogen inlet was charged with PPA (4 Kg, 1942 mL) (115% H3PO4) and heated to 115-120° C. 5-Bromo-2-(4-iodophenoxy)nicotinic acid (400 g, 952 mmol) was charged portion wise to the hot PPA. The viscous mixture was then allowed to stir overnight (16-18 h) at 115-120° C. The dark viscous mixture was cooled to 60-65° C. and poured slowly onto a mixture of ice (3000 g) and water (2000 mL) under mechanical stirring. The light bro... Yields the product N#CC(C#N)(CCCCCO)CCC(F)(F)F. The reactants are N#CC(C#N)(CCCCCOCc1ccccc1)CCC(F)(F)F, CCOCC, CC#N, FB(F)F, [I-], [Na+], O. As a reaction SMILES: [CH2:1]([c:2]1[cH:3][cH:4][cH:5][cH:6][cH:7]1)[O:8][CH2:9][CH2:10][CH2:11][CH2:12][CH2:13][C:14]([C:15]#[N:16])([C:17]#[N:18])[CH2:19][CH2:20][C:21]([F:22])([F:23])[F:24].[CH2:27]([O:28][CH2:29][CH3:30])[CH3:31].[CH3:37][C:38]#[N:39].[F:32][B:33]([F:34])[F:35].[I-:26].[Na+:25].[OH2:36]>>[OH:8][CH2:9][CH2:10][CH2:11][CH2:12][CH2:13][C:14]([C:15]#[N:16])([C:17]#[N:18])[CH2:19][CH2:20][C:21]([F:22])([F:23])[F:24]. Reactants: COC1=C(CNC(=O)C2(CC2)C2=CC=C(C=C2)F)C=CC(=C1)OC (N-(2,4-dimethoxybenzyl)-1-(4-fluorophenyl)cyclopropanecarboxamide), C(=O)(C(F)(F)F)O (TFA). Run at time 2 hour. The product is FC1=CC=C(C=C1)C1(CC1)C(=O)N (1-(4-fluorophenyl)cyclopropanecarboxamide). Isolated yield 81.5%. Reaction SMILES: COC1C=C(OC)C=CC=1C[NH:6][C:7]([C:9]1([C:12]2[CH:17]=[CH:16][C:15]([F:18])=[CH:14][CH:13]=2)[CH2:11][CH2:10]1)=[O:8].C(O)(C(F)(F)F)=O>>[F:18][C:15]1[CH:14]=[CH:13][C:12]([C:9]2([C:7]([NH2:6])=[O:8])[CH2:11][CH2:10]2)=[CH:17][CH:16]=1. Reported procedure: A mixture of N-(2,4-dimethoxybenzyl)-1-(4-fluorophenyl)cyclopropanecarboxamide (1.5 g, 4.55 mmol) and TFA (7.02 mL, 91 mmol) was stirred at rt for 2 h. The reaction mixture was concentrated under vacuum. The residue was suspended in EtOAc (20 mL) and sat'd aqueous sodium bicarbonate (20 mL). The suspension was filtered and the filter cake was washed with EtOAc. The EtOAc layer of the filtrate was separated and the aqueous layer was extracted with ethyl acetae (2×10 mL). The combined EtOAc layers...